Dataset: the Open Reaction Database (ORD), a public repository of structured organic reaction records. Task: describe an organic reaction: reactants, conditions, products, and yield The reactants are COc1ccc2c(C(=O)c3ccc(OCCN4CCCCC4)cc3)c(OS(=O)(=O)C(F)(F)F)ccc2c1, CC#N, C1CCC(P(C2CCCCC2)C2CCCCC2)CC1, [Cs+], [F-], OB(O)c1cc(F)ccc1F, CC(=O)[O-], CC(=O)[O-], [Pd+2]. The product is COc1ccc2c(C(=O)c3ccc(OCCN4CCCCC4)cc3)c(-c3cc(F)ccc3F)ccc2c1. As a reaction SMILES: [CH3:1][O:2][c:3]1[cH:4][c:5]2[cH:6][cH:7][c:8]([O:30][S:31]([C:32]([F:33])([F:34])[F:35])(=[O:36])=[O:37])[c:9]([C:13]([c:14]3[cH:15][cH:16][c:17]([O:20][CH2:21][CH2:22][N:23]4[CH2:24][CH2:25][CH2:26][CH2:27][CH2:28]4)[cH:18][cH:19]3)=[O:29])[c:10]2[cH:11][cH:12]1.[CH3:70][C:71]#[N:72].[CH:38]1([P:39]([CH:40]2[CH2:41][CH2:42][CH2:43][CH2:44][CH2:45]2)[CH:46]2[CH2:47][CH2:48][CH2:49][CH2:50][CH2:51]2)[CH2:52][CH2:53][CH2:54][CH2:55][CH2:56]1.[Cs+:58].[F-:57].[F:59][c:60]1[c:61]([B:67]([OH:68])[OH:69])[cH:62][c:63]([F:66])[cH:64][cH:65]1.[O-:74][C:75]([CH3:76])=[O:77].[O-:78][C:79]([CH3:80])=[O:81].[Pd+2:73]>>[CH3:1][O:2][c:3]1[cH:4][c:5]2[cH:6][cH:7][c:8](-[c:61]3[c:60]([F:59])[cH:65][cH:64][c:63]([F:66])[cH:62]3)[c:9]([C:13]([c:14]3[cH:15][cH:16][c:17]([O:20][CH2:21][CH2:22][N:23]4[CH2:24][CH2:25][CH2:26][CH2:27][CH2:28]4)[cH:18][cH:19]3)=[O:29])[c:10]2[cH:11][cH:12]1. Reactants: FC(C(=O)O)(F)F (Trifluoroacetic acid), COC(CC=1C=NC=C(C1)C1=C(C=C(C=C1)C(CC)(C1=CC(=C(C=C1)CCC(C(F)(F)F)(C(F)(F)F)OCOC)C)CC)C)=O ([5-(4-{1-ethyl-1-[3-methyl-4-(4,4,4-trifluoro-3-methoxymethoxy-3-trifluoromethyl-butyl)-phenyl]-propyl}-2-methyl-phenyl)-pyridin-3-yl]-acetic acid methyl ester). Solvent: ClCCl (dichloromethane). Reaction conditions: time 2 hour. Product: COC(CC=1C=NC=C(C1)C1=C(C=C(C=C1)C(CC)(C1=CC(=C(C=C1)CCC(C(F)(F)F)(C(F)(F)F)O)C)CC)C)=O ([5-(4-{1-ethyl-1-[3-methyl-4-(4,4,4-trifluoro-3-hydroxy-3-trifluoromethyl-butyl)-phenyl]-propyl}-2-methyl-phenyl)-pyridin-3-yl]-acetic Acid Methyl Ester). Isolated yield 100.7%. Reaction SMILES: FC(F)(F)C(O)=O.[CH3:8][O:9][C:10](=[O:52])[CH2:11][C:12]1[CH:13]=[N:14][CH:15]=[C:16]([C:18]2[CH:23]=[CH:22][C:21]([C:24]([CH2:49][CH3:50])([C:27]3[CH:32]=[CH:31][C:30]([CH2:33][CH2:34][C:35]([O:44]COC)([C:40]([F:43])([F:42])[F:41])[C:36]([F:39])([F:38])[F:37])=[C:29]([CH3:48])[CH:28]=3)[CH2:25][CH3:26])=[CH:20][C:19]=2[CH3:51])[CH:17]=1>ClCCl>[CH3:8][O:9][C:10](=[O:52])[CH2:11][C:12]1[CH:13]=[N:14][CH:15]=[C:16]([C:18]2[CH:23]=[CH:22][C:21]([C:24]([CH2:25][CH3:26])([C:27]3[CH:32]=[CH:31][C:30]([CH2:33][CH2:34][C:35]([OH:44])([C:36]([F:37])([F:39])[F:38])[C:40]([F:42])([F:43])[F:41])=[C:29]([CH3:48])[CH:28]=3)[CH2:49][CH3:50])=[CH:20][C:19]=2[CH3:51])[CH:17]=1. Procedure: Trifluoroacetic acid (0.22 mL) was added to a solution of [5-(4-{1-ethyl-1-[3-methyl-4-(4,4,4-trifluoro-3-methoxymethoxy-3-trifluoromethyl-butyl)-phenyl]-propyl}-2-methyl-phenyl)-pyridin-3-yl]-acetic acid methyl ester (Example 108-(2); 32.0 mg, 0.0500 mmol) in dichloromethane (1.2 mL) at room temperature, and the mixture was stirred at room temperature for two hours. The solvent in the reaction solution was distilled off under reduced pressure, and the residue was diluted with diethyl ether. The... The reactants are NC1=NC=C(C#N)C(=C1)F (6-amino-4-fluoronicotinonitrile), FC([C@@H](COC)O)(F)F ((R)-1,1,1-trifluoro-3-methoxypropan-2-ol), intermediate 68. The product is NC1=NC=C(C#N)C(=C1)O[C@@H](C(F)(F)F)COC ((R)-6-amino-4-((1,1,1-trifluoro-3-methoxypropan-2-yl)oxy)nicotinonitrile). Reaction SMILES: [NH2:1][C:2]1[CH:9]=[C:8](F)[C:5]([C:6]#[N:7])=[CH:4][N:3]=1.[F:11][C:12]([F:19])([F:18])[C@H:13]([OH:17])[CH2:14][O:15][CH3:16]>>[NH2:1][C:2]1[CH:9]=[C:8]([O:17][C@H:13]([CH2:14][O:15][CH3:16])[C:12]([F:19])([F:18])[F:11])[C:5]([C:6]#[N:7])=[CH:4][N:3]=1. Reported procedure: From intermediate 21 and (R)-1,1,1-trifluoro-3-methoxypropan-2-ol, reacted in an analogous manner to the preparation of intermediate 68. UPLC-MS 3: Rt=0.75 min; MS m/z [M+H]+ 262.1; Reactants: NC=1C=C(C(=N)NO)C=C(N1)N (2,6-diamino-N-hydroxy-isonicotinamidine), C(C)(=O)OC(C)=O (acetic acid anhydride). The product is CC1=NC(=NO1)C1=CC(=NC(=C1)N)N (4-(5-Methyl-[1,2,4]oxadiazol-3-yl)-pyridine-2,6-diamine). Reaction SMILES: [NH2:1][C:2]1[CH:3]=[C:4]([CH:9]=[C:10]([NH2:12])[N:11]=1)[C:5]([NH:7][OH:8])=[NH:6].[C:13](OC(=O)C)(=O)[CH3:14]>>[CH3:13][C:14]1[O:8][N:7]=[C:5]([C:4]2[CH:3]=[C:2]([NH2:1])[N:11]=[C:10]([NH2:12])[CH:9]=2)[N:6]=1. Reported procedure: A solution of 0.134 g 2,6-diamino-N-hydroxy-isonicotinamidine (Example 108a) in 2.00 ml acetic acid anhydride was heated to reflux for 4 h. The reaction mixture was partitioned between water and ethyl acetate. The phases were separated and the organic phase was dried over magnesium sulfate dihydrate and evaporated. The residue was taken up in 2 ml 2N hydrochloric acid and heated to reflux for 1.5 h. The mixture neutralized by addition of 3 ml 1N sodium hydroxide and partitioned between water and... Starting materials: [C-]#N.[K+] (Potassium cyanide), BrCC1=C(C=CC(=C1)C(C)(C)C)OC (2-bromomethyl-4-tert-butyl-1-methoxybenzene), COC(C)(C)C (tert-butyl methyl ether). Run in CS(=O)C (dimethyl sulfoxide). Conditions: time 16 hour. Product: C(C)(C)(C)C=1C=CC(=C(C1)CC#N)OC ((5-tert-butyl-2-methoxyphenyl)acetonitrile). The yield is 30.9%. RXN SMILES: [C-:1]#[N:2].[K+].Br[CH2:5][C:6]1[CH:11]=[C:10]([C:12]([CH3:15])([CH3:14])[CH3:13])[CH:9]=[CH:8][C:7]=1[O:16][CH3:17].COC(C)(C)C>CS(C)=O>[C:12]([C:10]1[CH:9]=[CH:8][C:7]([O:16][CH3:17])=[C:6]([CH2:5][C:1]#[N:2])[CH:11]=1)([CH3:15])([CH3:14])[CH3:13] |f:0.1|. Procedure details: Potassium cyanide (2.96 g) was added to a solution of 2-bromomethyl-4-tert-butyl-1-methoxybenzene (7.78 g) in dimethyl sulfoxide (50 mL), and the mixture was stirred at room temperature for 16 hours. Ice and tert-butyl methyl ether were added to the reaction solution, and the organic layer was separated. The aqueous layer was reextracted with tert-butyl methyl ether. The combined organic layers were sequentially washed with water (twice) and brine, dried over anhydrous magnesium sulfate and then... Reactants: CCOC(=O)c1ccc2c(C(=O)O)c(C(C)C)n(Cc3ncco3)c2c1, ClCCCl, CN(C)c1ccncc1, ClCCl, NCc1ccc(F)c(F)c1. The product is CCOC(=O)c1ccc2c(C(=O)NCc3ccc(F)c(F)c3)c(C(C)C)n(Cc3ncco3)c2c1. Reaction SMILES: [CH2:1]([CH3:2])[O:3][C:4](=[O:5])[c:6]1[cH:7][cH:8][c:9]2[c:10]([C:24](=[O:25])[OH:26])[c:11]([CH:21]([CH3:22])[CH3:23])[n:12]([CH2:15][c:16]3[o:17][cH:18][cH:19][n:20]3)[c:13]2[cH:14]1.[CH2:27]([Cl:28])[CH2:29][Cl:30].[CH3:44][N:45]([c:46]1[cH:47][cH:48][n:49][cH:50][cH:51]1)[CH3:52].[Cl:41][CH2:42][Cl:43].[F:31][c:32]1[cH:33][c:34]([CH2:35][NH2:36])[cH:37][cH:38][c:39]1[F:40]>>[CH2:1]([CH3:2])[O:3][C:4](=[O:5])[c:6]1[cH:7][cH:8][c:9]2[c:10]([C:24](=[O:26])[NH:36][CH2:35][c:34]3[cH:33][c:32]([F:31])[c:39]([F:40])[cH:38][cH:37]3)[c:11]([CH:21]([CH3:22])[CH3:23])[n:12]([CH2:15][c:16]3[o:17][cH:18][cH:19][n:20]3)[c:13]2[cH:14]1.